Dataset: the Open Reaction Database (ORD), a public repository of structured organic reaction records. Task: describe an organic reaction: reactants, conditions, products, and yield Starting materials: BrCCCCCCBr, C1CCOC1, COc1ccccc1CCCCO, [H-], [Na+], O. Product: COc1ccccc1CCCCOCCCCCCBr. RXN SMILES: [Br:16][CH2:17][CH2:18][CH2:19][CH2:20][CH2:21][CH2:22][Br:23].[CH2:25]1[O:26][CH2:27][CH2:28][CH2:29]1.[CH3:3][O:4][c:5]1[c:6]([CH2:11][CH2:12][CH2:13][CH2:14][OH:15])[cH:7][cH:8][cH:9][cH:10]1.[H-:2].[Na+:1].[OH2:24]>>[CH3:3][O:4][c:5]1[c:6]([CH2:11][CH2:12][CH2:13][CH2:14][O:15][CH2:22][CH2:21][CH2:20][CH2:19][CH2:18][CH2:17][Br:16])[cH:7][cH:8][cH:9][cH:10]1. The reactants are ClC1=C(C=C(C(=O)O)C=C1)[N+](=O)[O-] (4-chloro-3-nitrobenzoic acid), S(O)(O)(=O)=O (sulphuric acid), aqueous solution, CN (methylamine). The product is CNC1=C(C=C(C(=O)O)C=C1)[N+](=O)[O-] (4-(methylamino)-3-nitrobenzoic acid). Isolated yield 97.5%. RXN SMILES: Cl[C:2]1[CH:10]=[CH:9][C:5]([C:6]([OH:8])=[O:7])=[CH:4][C:3]=1[N+:11]([O-:13])=[O:12].[CH3:14][NH2:15].S(=O)(=O)(O)O>>[CH3:14][NH:15][C:2]1[CH:10]=[CH:9][C:5]([C:6]([OH:8])=[O:7])=[CH:4][C:3]=1[N+:11]([O-:13])=[O:12]. Procedure: 300 g (1.49 mol) of 4-chloro-3-nitrobenzoic acid were suspended in 836 mL of a 25-30% aqueous solution of methylamine. After heating to reflux temperature, an orange solution was obtained. The solution was kept at reflux temperature for 4 hours. The solution was cooled to room temperature, and pH was adjusted to about 2 by addition of 2M aqueous sulphuric acid. Precipitation of an orange solid was observed, which was isolated by filtration. The filtered cake was washed with 1.5 L of water and su... RXN SMILES: [C:12](=[O:13])([O-:14])[O-:15].[F:18][c:19]1[cH:20][cH:21][c:22]([CH2:23][Cl:24])[cH:25][cH:26]1.[K+:16].[K+:17].[NH2:1][c:2]1[c:3]2[nH:4][cH:5][n:6][c:7]2[n:8][c:9]([Cl:11])[n:10]1.[O:27]=[CH:28][N:29]([CH3:30])[CH3:31]>>[NH2:1][c:2]1[c:3]2[n:4][cH:5][n:6]([CH2:23][c:22]3[cH:21][cH:20][c:19]([F:18])[cH:26][cH:25]3)[c:7]2[n:8][c:9]([Cl:11])[n:10]1. Starting materials: O=C([O-])[O-], Fc1ccc(CCl)cc1, [K+], [K+], Nc1nc(Cl)nc2nc[nH]c12, CN(C)C=O. Yields the product Nc1nc(Cl)nc2c1ncn2Cc1ccc(F)cc1.